From a dataset of the Open Reaction Database (ORD), a public repository of structured organic reaction records. describe an organic reaction: reactants, conditions, products, and yield Reactants: C(C)(=O)OC(CCCCCCCCCCC(=O)OCC(CCCC)CC)CCCCCC (2-ethylhexyl 12-acetoxystearate), C(CCCCCCCCCCCCCCC(C)C)(=O)OCC(O)CO (glyceryl isostearate), C(CCCCCCCCCCC)(=O)OCCCCCC (hexyl laurate), C(C)(=O)OC(CCCCCCCCCCC(=O)OCC(CCCC)CC)CCCCCC (2-ethylhexyl 12-acetoxystearate), C(CCCCCCCCCCCCCCC(C)C)(=O)OCC(O)CO (glyceryl isostearate), C(CCCCCCCCCCC)(=O)OCCCCCC (hexyl laurate). The product is OC(CCCCCCCCCCC(=O)OCC(CCCC)CC)CCCCCC (2-ethylhexyl 12-hydroxystearate). As a reaction SMILES: C([O:4][CH:5]([CH2:27][CH2:28][CH2:29][CH2:30][CH2:31][CH3:32])[CH2:6][CH2:7][CH2:8][CH2:9][CH2:10][CH2:11][CH2:12][CH2:13][CH2:14][CH2:15][C:16]([O:18][CH2:19][CH:20]([CH2:25][CH3:26])[CH2:21][CH2:22][CH2:23][CH3:24])=[O:17])(=O)C.C(OCC(CO)O)(=O)CCCCCCCCCCCCCCC(C)C.C(OCCCCCC)(=O)CCCCCCCCCCC>>[OH:4][CH:5]([CH2:27][CH2:28][CH2:29][CH2:30][CH2:31][CH3:32])[CH2:6][CH2:7][CH2:8][CH2:9][CH2:10][CH2:11][CH2:12][CH2:13][CH2:14][CH2:15][C:16]([O:18][CH2:19][CH:20]([CH2:25][CH3:26])[CH2:21][CH2:22][CH2:23][CH3:24])=[O:17]. Reported procedure: 2-ethylhexyl 12-acetoxystearate (Compound 9) glyceryl isostearate (Compound 10) hexyl laurate (Compound 11). The reactants are C1(=CC=CC=C1)C=1C(=NON1)N (4-Phenyl-furazan-3-ylamine), C(C(=O)C)(=O)OCC (ethyl pyruvate). As a reaction SMILES: [C:1]1([C:7]2[C:8]([NH2:12])=[N:9][O:10][N:11]=2)[CH:6]=[CH:5][CH:4]=[CH:3][CH:2]=1.[C:13]([O:18]CC)(=[O:17])[C:14]([CH3:16])=O>C(O)C.[Pt]>[C:1]1([C:7]2[C:8]([NH:12][CH:14]([C:13]([OH:18])=[O:17])[CH3:16])=[N:9][O:10][N:11]=2)[CH:2]=[CH:3][CH:4]=[CH:5][CH:6]=1. Procedure: 4-Phenyl-furazan-3-ylamine (Maybridge) and ethyl pyruvate (Aldrich) were dissolved in dry ethanol. Platinum on sulfide carbon (5%) was added and the resulting mixture was hydrogenated (1000 psi, H2) at 150° C. for 8 hours. The reaction mixture was then filtered through Celite and the filtrate was concentrated under reduced pressure. The residue was purified by silica gel chromatography using CHCl3 as the eluent to provide the title compound as its ethyl ester. The ethyl ester was then hydrolyzed... Product: C1(=CC=CC=C1)C=1C(=NON1)NC(C)C(=O)O (N-(Phenyl-furazan-3-yl)-D,L-alanine), ethyl ester. Reagents/catalysts: [Pt] (Platinum). Run in C(C)O (ethanol). As a reaction SMILES: [Br:1][C:2]1[CH:3]=[C:4]([CH:7]=[O:8])[S:5][CH:6]=1.C1(C)C=CC(S(O)(=O)=[O:16])=CC=1.[CH:20]1[CH:25]=CC=CC=1>>[Br:1][C:2]1[CH:3]=[C:4]([CH:7]2[O:16][CH2:20][CH2:25][O:8]2)[S:5][CH:6]=1. Yields the product BrC=1C=C(SC1)C1OCCO1 (2-(4-bromo-2-thienyl)-1,3-dioxolane). Reactants: BrC=1C=C(SC1)C=O (4-bromothiophene-2-carboxaldehyde), C1(=CC=C(C=C1)S(=O)(=O)O)C (p-toluenesulfonic acid), C1=CC=CC=C1 (benzene). Procedure: In a 100 mL roundbottom flask equipped with a dean stark trap and a reflux condenser, 4-bromothiophene-2-carboxaldehyde (25 g, 131 mMol) and a catalytic amount of p-toluenesulfonic acid were dissolved in benzene (50 mL). The mixture was heated to reflux overnight. The reaction was cooled, washed with sat'd sodium bicarbonate, water, dried (MgSO4) and concentrated. Purification by fractional distillation (80°-90° C., 0.5 mm Hg) afforded 24.23 g (72%) of the desired dioxolane as a clear liquid. Isolated yield 72.0%. Starting materials: N1=C(C=CC2=CC(=CC=C12)O)O (2,6-quinolinediol), O=P(Cl)(Cl)Cl (POCl3), N (NH3), O (water). Solvent: CN(C)C=O (DMF). Conditions: temperature 115 celsius. The product is ClC1=NC2=CC=C(C=C2C=C1)O (2-chloro-6-quinolinol). The yield is 98.0%. As a reaction SMILES: [N:1]1[C:10]2[C:5](=[CH:6][C:7]([OH:11])=[CH:8][CH:9]=2)[CH:4]=[CH:3][C:2]=1O.O.N.O=P(Cl)(Cl)[Cl:17]>CN(C=O)C>[Cl:17][C:2]1[CH:3]=[CH:4][C:5]2[C:10](=[CH:9][CH:8]=[C:7]([OH:11])[CH:6]=2)[N:1]=1. Procedure details: A solution of 2,6-quinolinediol 10 (5 g) in POCl3 (21 ml) and DMF (3.4 ml) is stirred for 12 h at room temperature, then heated for 1 h at 115° C. The reaction is poured into water (100 ml) at 0° C. and neutralized with a 32% aqueous NH3 solution. The solid obtained by filtration is washed with acetone, and the resulting organic phase is evaporated to give 2-chloro-6-quinolinol 11 as a solid. No further purification is needed. Starting materials: FC(COC1=CC=C(C=N1)C(C)=O)(C)F (1-(6-(2,2-difluoropropoxy)pyridin-3-yl)ethanone), CC(C)(C)[S@@](=O)N ((R)-2-methylpropane-2-sulfinamide), Amine-1. The product is FC(COC1=CC=C(C=N1)C(C)N[S@](=O)C(C)(C)C)(C)F ((R)—N-(1-(6-(2,2-difluoropropoxy)pyridin-3-yl)ethyl)-2-methylpropane-2-sulfinamide). Yield: 85.0%. RXN SMILES: [F:1][C:2]([F:15])([CH3:14])[CH2:3][O:4][C:5]1[N:10]=[CH:9][C:8]([C:11](=O)[CH3:12])=[CH:7][CH:6]=1.[CH3:16][C:17]([S@:20]([NH2:22])=[O:21])([CH3:19])[CH3:18]>>[F:1][C:2]([F:15])([CH3:14])[CH2:3][O:4][C:5]1[N:10]=[CH:9][C:8]([CH:11]([NH:22][S@@:20]([C:17]([CH3:19])([CH3:18])[CH3:16])=[O:21])[CH3:12])=[CH:7][CH:6]=1. Reported procedure: The title compound is prepared in 85% yield (0.95 g, colorless oil) from 1-(6-(2,2-difluoropropoxy)pyridin-3-yl)ethanone (0.75 g, 3.49 mmol, Step-2) and (R)-2-methylpropane-2-sulfinamide by the similar manner in Step-4 of Amine-1. Starting materials: Cn1ccc(Br)cc1=O, O=C([O-])[O-], CC1(C)OB(c2ccc3c(c2)C(=O)NCCO3)OC1(C)C, CCOC(C)=O, [Cs+], [Cs+], CN(C)C=O, O. Yields the product Cn1ccc(-c2ccc3c(c2)C(=O)NCCO3)cc1=O. As a reaction SMILES: [Br:22][c:23]1[cH:24][c:25](=[O:30])[n:26]([CH3:29])[cH:27][cH:28]1.[C:31](=[O:32])([O-:33])[O-:34].[CH3:1][C:2]1([CH3:3])[C:4]([CH3:5])([CH3:6])[O:7][B:8]([c:9]2[cH:10][cH:11][c:12]3[c:13]([cH:20]2)[C:14](=[O:19])[NH:15][CH2:16][CH2:17][O:18]3)[O:21]1.[CH3:37][CH2:38][O:39][C:40]([CH3:41])=[O:42].[Cs+:35].[Cs+:36].[O:43]=[CH:44][N:45]([CH3:46])[CH3:47].[OH2:48]>>[c:9]1(-[c:23]2[cH:24][c:25](=[O:30])[n:26]([CH3:29])[cH:27][cH:28]2)[cH:10][cH:11][c:12]2[c:13]([cH:20]1)[C:14](=[O:19])[NH:15][CH2:16][CH2:17][O:18]2. Reactants: C(CCC)O (1-butanol), C(C(C)C)O (isobutanol), CCCCCCCCCCSCCN (DTEA). Yields the product C1(CCCCC1)O (cyclohexanol), C(CCCCC)O (hexyl alcohol), C1(=CC=CC=C1)OCCO (ethylene glycol phenyl ether), C1(=CC=CC=C1)OCC(C)O (propylene glycol phenyl ether). As a reaction SMILES: [CH3:1][CH2:2][CH2:3]C[CH2:5][CH2:6][CH2:7][CH2:8][CH2:9][CH2:10]SCCN.[CH2:15]([OH:19])[CH2:16][CH2:17][CH3:18].[CH2:20]([OH:24])[CH:21](C)[CH3:22]>>[CH:5]1([OH:19])[CH2:6][CH2:7][CH2:8][CH2:9][CH2:10]1.[CH2:20]([OH:24])[CH2:21][CH2:22][CH2:1][CH2:2][CH3:3].[C:15]1([O:19][CH2:21][CH2:20][OH:24])[CH:2]=[CH:1][CH:18]=[CH:17][CH:16]=1.[C:5]1([O:19][CH2:15][CH:16]([OH:24])[CH3:17])[CH:6]=[CH:7][CH:8]=[CH:9][CH:10]=1. Procedure details: The present invention is directed to an antimicrobial composition and a method of using said composition, comprising an antimicrobially effective amount of DTEA and an amount of 1-butanol, cyclohexanol, hexyl alcohol, isobutanol, ethylene glycol phenyl ether, propylene glycol phenyl ether, or a mixture thereof effective to result in the antimicrobial composition having a freezing point of less than 0° C. at atmospheric pressure. Reaction SMILES: [Br:1][c:2]1[c:3]([O:11][CH3:12])[c:4]([C:7](=[O:8])[O:9][CH3:10])[s:5][cH:6]1.[CH3:13][C:14]1([CH3:15])[CH2:16][O:17][B:18]([c:20]2[cH:21][cH:22][n:23][n:24]2[CH3:25])[O:19][CH2:26]1.[K+:27].[K+:28].[O-:29][C:30]([O-:31])=[O:32].[O:33]1[CH2:34][CH2:35][O:36][CH2:37][CH2:38]1.[OH2:39].[cH:40]1[cH:41][cH:42][c:43]([P:44]([Pd:45]([P:46]([c:47]2[cH:48][cH:49][cH:50][cH:51][cH:52]2)([c:53]2[cH:54][cH:55][cH:56][cH:57][cH:58]2)[c:59]2[cH:60][cH:61][cH:62][cH:63][cH:64]2)([P:65]([c:66]2[cH:67][cH:68][cH:69][cH:70][cH:71]2)([c:72]2[cH:73][cH:74][cH:75][cH:76][cH:77]2)[c:78]2[cH:79][cH:80][cH:81][cH:82][cH:83]2)[P:84]([c:85]2[cH:86][cH:87][cH:88][cH:89][cH:90]2)([c:91]2[cH:92][cH:93][cH:94][cH:95][cH:96]2)[c:97]2[cH:98][cH:99][cH:100][cH:101][cH:102]2)([c:103]2[cH:104][cH:105][cH:106][cH:107][cH:108]2)[c:109]2[cH:110][cH:111][cH:112][cH:113][cH:114]2)[cH:115][cH:116]1>>[c:2]1(-[c:20]2[cH:21][cH:22][n:23][n:24]2[CH3:25])[c:3]([O:11][CH3:12])[c:4]([C:7](=[O:8])[O:9][CH3:10])[s:5][cH:6]1. Starting materials: COC(=O)c1scc(Br)c1OC, Cn1nccc1B1OCC(C)(C)CO1, [K+], [K+], O=C([O-])[O-], C1COCCO1, O, c1ccc(P(c2ccccc2)(c2ccccc2)[Pd](P(c2ccccc2)(c2ccccc2)c2ccccc2)(P(c2ccccc2)(c2ccccc2)c2ccccc2)P(c2ccccc2)(c2ccccc2)c2ccccc2)cc1. Product: COC(=O)c1scc(-c2ccnn2C)c1OC.